Dataset: the Open Reaction Database (ORD), a public repository of structured organic reaction records. Task: describe an organic reaction: reactants, conditions, products, and yield Starting materials: Fc1ccc(-c2nncc(-c3ccc(F)c(Br)c3)n2)c(F)c1, OB(O)c1ccccc1F. Yields the product Fc1ccc(-c2nncc(-c3ccc(F)c(-c4ccccc4F)c3)n2)c(F)c1. As a reaction SMILES: [Br:1][c:2]1[cH:3][c:4](-[c:9]2[n:10][c:11](-[c:15]3[c:16]([F:22])[cH:17][c:18]([F:21])[cH:19][cH:20]3)[n:12][n:13][cH:14]2)[cH:5][cH:6][c:7]1[F:8].[F:23][c:24]1[c:25]([B:30]([OH:31])[OH:32])[cH:26][cH:27][cH:28][cH:29]1>>[c:2]1(-[c:25]2[c:24]([F:23])[cH:29][cH:28][cH:27][cH:26]2)[cH:3][c:4](-[c:9]2[n:10][c:11](-[c:15]3[c:16]([F:22])[cH:17][c:18]([F:21])[cH:19][cH:20]3)[n:12][n:13][cH:14]2)[cH:5][cH:6][c:7]1[F:8]. Starting materials: C1(CCCCC1)C[C@@H](C#C)O (1-Cyclohexyl-3-butyn-2(S)-ol), C1(CCCCC1)C[C@@H](C=C)O (1-cyclohexyl-3-buten-2(S)-ol), C(CC(C)C)(=O)Cl (isovaleric acid chloride). Reagents/catalysts: [Pd].CC(=O)[O-].CC(=O)[O-].[Pb+2] (Lindlar catalyst). Product: C1(CCCCC1)C[C@@H](C=C)OC(CC(C)C)=O (Isovaleric acid 1-cyclohexyl-3-buten-2(S)-yl ester). As a reaction SMILES: [CH:1]1([CH2:7][C@H:8]([OH:11])[C:9]#[CH:10])[CH2:6][CH2:5][CH2:4][CH2:3][CH2:2]1.[CH:12]1([CH2:18][C@H:19]([OH:22])C=C)[CH2:17]CCC[CH2:13]1.C(Cl)(=O)CC(C)C>[Pd].CC([O-])=O.CC([O-])=O.[Pb+2]>[CH:1]1([CH2:7][C@H:8]([O:11][C:19](=[O:22])[CH2:18][CH:12]([CH3:17])[CH3:13])[CH:9]=[CH2:10])[CH2:6][CH2:5][CH2:4][CH2:3][CH2:2]1 |f:3.4.5.6|. Procedure: 1-Cyclohexyl-3-butyn-2(S)-ol is reduced by partial hydrogenation in the presence of Lindlar catalyst to 1-cyclohexyl-3-buten-2(S)-ol and reacted analogously to Example 5 with isovaleric acid chloride. Reactants: C(C=C)N(C[C@H](OC1=C2C(=NC=NC2=CC=C1)NC1=CC(=C(C=C1)OC=1C=NC(=CC1)C)C)C)C (5-{(1R)-2-[allyl(methyl)amino]-1-methylethoxy}-N-{3-methyl-4-[(6-methylpyridin-3-yl)oxy]phenyl}quinazolin-4-amine). The reagents and catalysts are C1=CC=C(C=C1)P(C2=CC=CC=C2)C3=CC=CC=C3.C1=CC=C(C=C1)P(C2=CC=CC=C2)C3=CC=CC=C3.C1=CC=C(C=C1)P(C2=CC=CC=C2)C3=CC=CC=C3.[Cl-].[Rh] (chlorotris(triphenylphosphine)rhodium(I)). Solvent: C(C)#N.O (acetonitrile water). Yields the product C[C@H](CNC)OC1=C2C(=NC=NC2=CC=C1)NC1=CC(=C(C=C1)OC=1C=NC(=CC1)C)C (5-[(1R)-1-methyl-2-(methylamino)ethoxy]-N-{3-methyl-4-[(6-methylpyridin-3-yl)oxy]phenyl}quinazolin-4-amine). Isolated yield 82.5%. RXN SMILES: [CH2:1]([N:4](C)[CH2:5][C@@H:6]([CH3:34])[O:7][C:8]1[CH:17]=[CH:16][CH:15]=[C:14]2[C:9]=1[C:10]([NH:18][C:19]1[CH:24]=[CH:23][C:22]([O:25][C:26]3[CH:27]=[N:28][C:29]([CH3:32])=[CH:30][CH:31]=3)=[C:21]([CH3:33])[CH:20]=1)=[N:11][CH:12]=[N:13]2)C=C>C(#N)C.O.C1C=CC(P(C2C=CC=CC=2)C2C=CC=CC=2)=CC=1.C1C=CC(P(C2C=CC=CC=2)C2C=CC=CC=2)=CC=1.C1C=CC(P(C2C=CC=CC=2)C2C=CC=CC=2)=CC=1.[Cl-].[Rh]>[CH3:34][C@@H:6]([O:7][C:8]1[CH:17]=[CH:16][CH:15]=[C:14]2[C:9]=1[C:10]([NH:18][C:19]1[CH:24]=[CH:23][C:22]([O:25][C:26]3[CH:27]=[N:28][C:29]([CH3:32])=[CH:30][CH:31]=3)=[C:21]([CH3:33])[CH:20]=1)=[N:11][CH:12]=[N:13]2)[CH2:5][NH:4][CH3:1] |f:1.2,3.4.5.6.7|. Procedure: A mixture of 5-{(1R)-2-[allyl(methyl)amino]-1-methylethoxy}-N-{3-methyl-4-[(6-methylpyridin-3-yl)oxy]phenyl}quinazolin-4-amine (2.25 g, 4.8 mmol) and chlorotris(triphenylphosphine)rhodium(I) (463 mg, 0.48 ml) in acetonitrile—water (17 ml:3 ml) was heated at reflux for 3 hours. After cooling, the solvents were evaporated under vacuum. The residue was purified by chromatography on silica gel (eluant: 2 to 4% methanol in DCM) to give 5-[(1R)-1-methyl-2-(methylamino)ethoxy]-N-{3-methyl-4-[(6-methylp... Reactants: COc1cccc(C)c1Br, C1CCOC1, Cl, [Mg]. Product: [Br-], COc1cccc(C)c1[Mg+]. Reaction SMILES: [Br:1][c:2]1[c:3]([O:9][CH3:10])[cH:4][cH:5][cH:6][c:7]1[CH3:8].[CH2:13]1[O:14][CH2:15][CH2:16][CH2:17]1.[ClH:12].[Mg:11]>>[Br-:1].[c:2]1([Mg+:11])[c:3]([O:9][CH3:10])[cH:4][cH:5][cH:6][c:7]1[CH3:8]. The reactants are C(=O)O (formic acid), CC1=C(C(=O)N)C=CC=C1 (2-methylbenzamide), P(Cl)(Cl)(Cl)(Cl)Cl (phosphorus pentachloride), Cl (HCl). Solvent: C(Cl)(Cl)(Cl)Cl (carbon tetrachloride). The product is ClP(=O)(NC(C1=C(C=CC=C1)C)=O)Cl (N-[Dichlorophosphinyl]-2-methylbenzamide). RXN SMILES: [CH3:1][C:2]1[CH:10]=[CH:9][CH:8]=[CH:7][C:3]=1[C:4]([NH2:6])=[O:5].[P:11]([Cl:16])(Cl)(Cl)(Cl)[Cl:12].Cl.C(O)=[O:19]>C(Cl)(Cl)(Cl)Cl>[Cl:12][P:11]([Cl:16])([NH:6][C:4](=[O:5])[C:3]1[CH:7]=[CH:8][CH:9]=[CH:10][C:2]=1[CH3:1])=[O:19]. Procedure details: A mixture containing 48 g (0.36 mole) of 2-methylbenzamide, 74 g (0.36 mole) of phosphorus pentachloride and 500 ml of AR carbon tetrachloride was heated at 60°-70° for 30 min. at which time the HCl gas evolution had ceased. The solution was cooled to 30° and 16.9 g (0.36 mole) of 97% formic acid added dropwise. Stirring was continued following the addition for 40-50 min. The product was colleted, washed with AR carbon tetrachloride and air-dried to give 56 g, m.p. 91°-93°. Reactants: Example 6 ( a ), O.O.NC(C(=O)O)C=1N=C(SC1)NC(=O)OCC1=CC=CC=C1 (α-amino-α-(2-benzyloxycarbonylamino-thiazol-4-yl)-acetic acid dihydrate), ClC(=O)N1C(N(CC1)S(=O)(=O)C)=O (1-chlorocarbonyl-2-oxo-3-methylsulfonyl-imidazolidine). The solvent is C1CCOC1.O (THF water). Product: O=C1N(CCN1S(=O)(=O)C)C(=O)NC(C(=O)O)C=1N=C(SC1)NC(=O)OCC1=CC=CC=C1 (2-(2-Oxo-3-methylsulfonyl-imidazolidin-1-yl-carbonylamino)-2-(2-benzyloxycarbonylamino-thiazol-4-yl) acetic acid). Reaction SMILES: O.O.[NH2:3][CH:4]([C:8]1[N:9]=[C:10]([NH:13][C:14]([O:16][CH2:17][C:18]2[CH:23]=[CH:22][CH:21]=[CH:20][CH:19]=2)=[O:15])[S:11][CH:12]=1)[C:5]([OH:7])=[O:6].Cl[C:25]([N:27]1[CH2:31][CH2:30][N:29]([S:32]([CH3:35])(=[O:34])=[O:33])[C:28]1=[O:36])=[O:26]>C1COCC1.O>[O:36]=[C:28]1[N:29]([S:32]([CH3:35])(=[O:34])=[O:33])[CH2:30][CH2:31][N:27]1[C:25]([NH:3][CH:4]([C:8]1[N:9]=[C:10]([NH:13][C:14]([O:16][CH2:17][C:18]2[CH:23]=[CH:22][CH:21]=[CH:20][CH:19]=2)=[O:15])[S:11][CH:12]=1)[C:5]([OH:7])=[O:6])=[O:26] |f:0.1.2,4.5|. Procedure: The compound is prepared analogously to Example 6 (a) from 15 g of α-amino-α-(2-benzyloxycarbonylamino-thiazol-4-yl)-acetic acid dihydrate in THF/water (1:1) and 10.9 g 1-chlorocarbonyl-2-oxo-3-methylsulfonyl-imidazolidine in a pH-range from 7.5 to 8.0. 14.1 g (65% of theory) are obtained. The reactants are O.NN (Hydrazine hydrate), O=C1N(C(C2=CC=CC=C12)=O)C[C@H](CC1=C(C=CC=C1)C(F)(F)F)NC(C1=CC=C(C=C1)C1=NC=NN1C)=O (N-((1S)-2-(1,3-dioxo-1,3-dihydro-2H-isoindol-2-yl)-1-{[2-(trifluoromethyl)phenyl]methyl}ethyl)-4-(1-methyl-1H-1,2,4-triazol-5-yl)benzamide). Solvent: C(Cl)Cl.CO (DCM MeOH). Product: NC[C@H](CC1=C(C=CC=C1)C(F)(F)F)NC(C1=CC=C(C=C1)C1=NC=NN1C)=O (N-((1S)-2-amino-1-{[2-(trifluoromethyl)phenyl]methyl}ethyl)-4-(1-methyl-1H-1,2,4-triazol-5-yl)benzamide). RXN SMILES: O.NN.O=C1C2C(=CC=CC=2)C(=O)[N:6]1[CH2:15][C@@H:16]([NH:28][C:29](=[O:42])[C:30]1[CH:35]=[CH:34][C:33]([C:36]2[N:40]([CH3:41])[N:39]=[CH:38][N:37]=2)=[CH:32][CH:31]=1)[CH2:17][C:18]1[CH:23]=[CH:22][CH:21]=[CH:20][C:19]=1[C:24]([F:27])([F:26])[F:25]>C(Cl)Cl.CO>[NH2:6][CH2:15][C@@H:16]([NH:28][C:29](=[O:42])[C:30]1[CH:35]=[CH:34][C:33]([C:36]2[N:40]([CH3:41])[N:39]=[CH:38][N:37]=2)=[CH:32][CH:31]=1)[CH2:17][C:18]1[CH:23]=[CH:22][CH:21]=[CH:20][C:19]=1[C:24]([F:27])([F:26])[F:25] |f:0.1,3.4|. Reported procedure: Hydrazine hydrate (0.028 ml, 0.58 mmol) was added to a solution of N-((1S)-2-(1,3-dioxo-1,3-dihydro-2H-isoindol-2-yl)-1-{[2-(trifluoromethyl)phenyl]methyl}ethyl)-4-(1-methyl-1H-1,2,4-triazol-5-yl)benzamide (67.3 mg, 0.116 mmol) in DCM/MeOH (1/0.1 ml). The reactants are NC1=C(C=CC=C1)S (o-aminobenzenethiol), CC(=O)C (acetone), SC1=NC2=CC=CC=C2C=C1 (2-mercaptoquinoline), O1CCCC1 (tetrahydrofuran). The product is O=C1SC2=C(N1CC(SC1=C(C=CC=C1)N)=O)C=CC=C2 (S-(o-Aminophenyl) 2-Oxo-3-Benzothiazolineethanethioate). Reaction SMILES: [NH2:1][C:2]1[CH:7]=[CH:6][CH:5]=[CH:4][C:3]=1[SH:8].[SH:9][C:10]1C=C[C:17]2[C:12](=[CH:13][CH:14]=[CH:15][CH:16]=2)[N:11]=1.[O:20]1CCCC1.[CH3:25][C:26](C)=[O:27]>>[O:20]=[C:10]1[N:11]([CH2:25][C:26](=[O:27])[S:8][C:3]2[CH:4]=[CH:5][CH:6]=[CH:7][C:2]=2[NH2:1])[C:12]2[CH:13]=[CH:14][CH:15]=[CH:16][C:17]=2[S:9]1. Procedure details: The procedure of Example 1 was repeated utilizing o-aminobenzenethiol as the reactant in lieu of 2-mercaptoquinoline and tetrahydrofuran in lieu of acetone. Analytical data is summarized in Table I, below. Yields the product CCOC(=O)C1(c2ccc(-c3ccc(-c4onc(C)c4C4OC4CCc4ccccc4)cc3)cc2)CC1. As a reaction SMILES: [CH2:1]([CH3:2])[O:3][C:4](=[O:5])[C:6]1([c:9]2[cH:10][cH:11][c:12](-[c:15]3[cH:16][cH:17][c:18](-[c:21]4[c:22]([CH:27]=[CH:28][CH2:29][CH2:30][c:31]5[cH:32][cH:33][cH:34][cH:35][cH:36]5)[c:23]([CH3:26])[n:24][o:25]4)[cH:19][cH:20]3)[cH:13][cH:14]2)[CH2:7][CH2:8]1.[CH3:48][CH2:49][O:50][C:51]([CH3:52])=[O:53].[Cl:37][c:38]1[cH:39][cH:40][cH:41][c:42]([C:43]([O:44][OH:46])=[O:45])[cH:47]1.[Cl:54][CH2:55][Cl:56]>>[CH2:1]([CH3:2])[O:3][C:4](=[O:5])[C:6]1([c:9]2[cH:10][cH:11][c:12](-[c:15]3[cH:16][cH:17][c:18](-[c:21]4[c:22]([CH:27]5[CH:28]([CH2:29][CH2:30][c:31]6[cH:32][cH:33][cH:34][cH:35][cH:36]6)[O:45]5)[c:23]([CH3:26])[n:24][o:25]4)[cH:19][cH:20]3)[cH:13][cH:14]2)[CH2:7][CH2:8]1. The reactants are CCOC(=O)C1(c2ccc(-c3ccc(-c4onc(C)c4C=CCCc4ccccc4)cc3)cc2)CC1, CCOC(C)=O, O=C(OO)c1cccc(Cl)c1, ClCCl.